This data is from the Open Reaction Database (ORD), a public repository of structured organic reaction records. The task is: describe an organic reaction: reactants, conditions, products, and yield Starting materials: CCOC(C)=O, [H][H], Nc1c(-c2ccccn2)cc(-c2cccnc2)cc1[N+](=O)[O-]. The product is Nc1cc(-c2cccnc2)cc(-c2ccccn2)c1N. RXN SMILES: [CH3:25][CH2:26][O:27][C:28](=[O:29])[CH3:30].[H:23][H:24].[N+:1]([O-:2])(=[O:3])[c:4]1[c:5]([NH2:22])[c:6](-[c:16]2[n:17][cH:18][cH:19][cH:20][cH:21]2)[cH:7][c:8](-[c:10]2[cH:11][n:12][cH:13][cH:14][cH:15]2)[cH:9]1>>[NH2:1][c:4]1[c:5]([NH2:22])[c:6](-[c:16]2[n:17][cH:18][cH:19][cH:20][cH:21]2)[cH:7][c:8](-[c:10]2[cH:11][n:12][cH:13][cH:14][cH:15]2)[cH:9]1. The reactants are ClC1=CC=C(OC2=CC(=C(C=C2)C(=O)C2=C(C=C(C(=C2)OC)Cl)F)CCC)C=C1 ([4-(4-chlorophenoxy)-2-propylphenyl][4-chloro-2-fluoro-5-methoxyphenyl]methanone), Cl.NO (hydroxylamine hydrochloride), C(C)(=O)[O-].[Na+] (sodium acetate). Solvent: C(C)O (ethanol). Run at temperature 60 celsius, time 72 hour. The product is ClC1=CC=C(OC2=CC(=C(C=C2)/C(=N/O)/C2=C(C=C(C(=C2)OC)Cl)F)CCC)C=C1 ((Z)-[4-(4-chlorophenoxy)-2-propylphenyl](4-chloro-2-fluoro-5-methoxyphenyl)methanone oxime). As a reaction SMILES: [Cl:1][C:2]1[CH:29]=[CH:28][C:5]([O:6][C:7]2[CH:12]=[CH:11][C:10]([C:13]([C:15]3[CH:20]=[C:19]([O:21][CH3:22])[C:18]([Cl:23])=[CH:17][C:16]=3[F:24])=O)=[C:9]([CH2:25][CH2:26][CH3:27])[CH:8]=2)=[CH:4][CH:3]=1.Cl.[NH2:31][OH:32].C([O-])(=O)C.[Na+]>C(O)C>[Cl:1][C:2]1[CH:29]=[CH:28][C:5]([O:6][C:7]2[CH:12]=[CH:11][C:10](/[C:13](/[C:15]3[CH:20]=[C:19]([O:21][CH3:22])[C:18]([Cl:23])=[CH:17][C:16]=3[F:24])=[N:31]/[OH:32])=[C:9]([CH2:25][CH2:26][CH3:27])[CH:8]=2)=[CH:4][CH:3]=1 |f:1.2,3.4|. Procedure: A mixture of the product from Step 3 (1.4 g, 3.2 mmol), hydroxylamine hydrochloride (2.2 g, 32 mmol) and sodium acetate (2.6 g, 32 mmol) in ethanol (30 mL) was stirred in a sealed tube at 60° C. for 72 h. The precipitate was filtered off and the filtrate was concentrated. The residue was purified by chromatography on silica gel to give the oxime product. Starting materials: CN(N=C1C(CCC1)C(=O)OCC)C (ethyl 2-(2,2-dimethylhydrazono)cyclopentanecarboxylate), C([O-])(O)=O.[Na+] (sodium bicarbonate), C(#N)[BH3-].[Na+] (Sodium cyanoborohydride). Solvent: C(C)(=O)O (acetic acid), C(C)(=O)OCC (ethyl acetate), O (water). Reaction conditions: temperature 25 celsius, time 16 hour. Product: crude product, CN(NC1C(CCC1)C(=O)OCC)C (ethyl 2-(2,2-dimethylhydrazinyl)cyclopentanecarboxylate). Reaction SMILES: [CH3:1][N:2]([CH3:14])[N:3]=[C:4]1[CH2:8][CH2:7][CH2:6][CH:5]1[C:9]([O:11][CH2:12][CH3:13])=[O:10].C([BH3-])#N.[Na+].C(=O)(O)[O-].[Na+]>C(O)(=O)C.O.C(OCC)(=O)C>[CH3:1][N:2]([CH3:14])[NH:3][CH:4]1[CH2:8][CH2:7][CH2:6][CH:5]1[C:9]([O:11][CH2:12][CH3:13])=[O:10] |f:1.2,3.4|. Procedure details: The crude ethyl 2-(2,2-dimethylhydrazono)cyclopentanecarboxylate (6.91 mmol) was dissolved in acetic acid (10 mL) and water (10 mL). Sodium cyanoborohydride was added and the reaction was stirred at 25° C. for 16 h. The mixture was neutralized with saturated aqueous sodium bicarbonate solution until pH=8 was reached and was diluted with ethyl acetate (30 mL). After shaking, both layers were passed through a plug of Celite. The organic layer was further washed with saturated aqueous sodium bicarb...